Dataset: the Open Reaction Database (ORD), a public repository of structured organic reaction records. Task: describe an organic reaction: reactants, conditions, products, and yield The reactants are S1C(=CC2=C1C=CC=C2)CO (1-benzothien-2-ylmethanol), N1=C(C=CC=C1)N1CCNCC1 (1-(2-pyridinyl)piperazine), CS(=O)(=O)OS(=O)(=O)C (methane sulfonic anhydride), CCN(C(C)C)C(C)C (DIEA). Solvent: C(Cl)Cl (DCM). Product: S1C(=CC2=C1C=CC=C2)CN2CCN(CC2)C2=NC=CC=C2 (1-(1-benzothien-2-ylmethyl)-4-(2-pyridinyl)piperazine). RXN SMILES: [S:1]1[C:5]2[CH:6]=[CH:7][CH:8]=[CH:9][C:4]=2[CH:3]=[C:2]1[CH2:10]O.CS(OS(C)(=O)=O)(=O)=O.CCN(C(C)C)C(C)C.[N:30]1[CH:35]=[CH:34][CH:33]=[CH:32][C:31]=1[N:36]1[CH2:41][CH2:40][NH:39][CH2:38][CH2:37]1>C(Cl)Cl>[S:1]1[C:5]2[CH:6]=[CH:7][CH:8]=[CH:9][C:4]=2[CH:3]=[C:2]1[CH2:10][N:39]1[CH2:40][CH2:41][N:36]([C:31]2[CH:32]=[CH:33][CH:34]=[CH:35][N:30]=2)[CH2:37][CH2:38]1. Reported procedure: The product from Example 8A (300 mg 1.8 mmol), methane sulfonic anhydride (313 mg, 1.8 mmol), and DIEA (200 μL 5.4 mmol) were combined. After stirring, 1-(2-pyridinyl)piperazine (328 mg, 2.9 mmol) in 4 ml DCM was also combined and the mixture was processed as described in Example 8B to provide the title compound. 1H NMR (300 MHz, DMSO-d6) δ 2.57 (m, 4H) 3.50 (m, 4H) 3.84 (s, 2H) 6.63 (m, 2H) 6.81 (d, J=8.48 Hz, 1H) 7.32 (m, 2H) 7.52 (m, 2H) 7.77 (m, 1H) 7.90 (m, 1H). (ESI) m/z 310 (M+H)+. Reactants: C(C)[SiH](CC)CC (triethylsilane), C1(CCCC1)CC(O)C1=C(OC2=C1C=CC=C2)C2=CC1=CC=C(C=C1C=C2)OC (2-cyclopentyl-1-[2-(6-methoxy-2-naphthyl)-1-benzofuran-3-yl]-1-ethanol), FC(C(=O)O)(F)F (Trifluoroacetic acid). The solvent is C(Cl)Cl (methylene chloride). Conditions: time 1 hour. Yields the product C1(CCCC1)CCC1=C(OC2=C1C=CC=C2)C2=CC1=CC=C(C=C1C=C2)OC (3-(2-cyclopentylethyl)-2-(6-methoxy-2-naphthyl)-1-benzofuran). As a reaction SMILES: [CH:1]1([CH2:6][CH:7]([C:9]2[C:13]3[CH:14]=[CH:15][CH:16]=[CH:17][C:12]=3[O:11][C:10]=2[C:18]2[CH:27]=[CH:26][C:25]3[C:20](=[CH:21][CH:22]=[C:23]([O:28][CH3:29])[CH:24]=3)[CH:19]=2)O)[CH2:5][CH2:4][CH2:3][CH2:2]1.C([SiH](CC)CC)C.FC(F)(F)C(O)=O>C(Cl)Cl>[CH:1]1([CH2:6][CH2:7][C:9]2[C:13]3[CH:14]=[CH:15][CH:16]=[CH:17][C:12]=3[O:11][C:10]=2[C:18]2[CH:27]=[CH:26][C:25]3[C:20](=[CH:21][CH:22]=[C:23]([O:28][CH3:29])[CH:24]=3)[CH:19]=2)[CH2:5][CH2:4][CH2:3][CH2:2]1. Procedure details: To a mixture of 2-cyclopentyl-1-[2-(6-methoxy-2-naphthyl)-1-benzofuran-3-yl]-1-ethanol (1.84 g, 4.77 mmol) in methylene chloride (50 mL) cooled in an ice bath was added triethylsilane (1.5 mL, 9.5 mmol). Trifluoroacetic acid (3.7 mL, 48 mmol) was then added drop-wise. The reaction mixture was stirred at room temperature for 1 hour, then concentrated. The residue was partitioned in ethyl acetate and sodium bicarbonate solution. The organic phase was washed with water, brine, dried over anhydrous ... Starting materials: C(C)OC1=C(C(=O)Cl)C=CC=C1 (2-Ethoxybenzoyl chloride), NC1=C(C(=O)N)C=CC=C1OC (2-amino-3-methoxybenzamide). Solvent: N1=CC=CC=C1 (pyridine). Run at time 20 hour. The product is C(C)OC1=C(C(=O)NC2=C(C(=O)N)C=CC=C2OC)C=CC=C1 (2-(Ethoxybenzamido)-3-methoxybenzamide). The yield is 54.3%. Reaction SMILES: [CH2:1]([O:3][C:4]1[CH:12]=[CH:11][CH:10]=[CH:9][C:5]=1[C:6](Cl)=[O:7])[CH3:2].[NH2:13][C:14]1[C:22]([O:23][CH3:24])=[CH:21][CH:20]=[CH:19][C:15]=1[C:16]([NH2:18])=[O:17]>N1C=CC=CC=1>[CH2:1]([O:3][C:4]1[CH:12]=[CH:11][CH:10]=[CH:9][C:5]=1[C:6]([NH:13][C:14]1[C:22]([O:23][CH3:24])=[CH:21][CH:20]=[CH:19][C:15]=1[C:16]([NH2:18])=[O:17])=[O:7])[CH3:2]. Reported procedure: 2-Ethoxybenzoyl chloride (8.9 g, 0.048 mol) was added dropwise to a stirred solution of 2-amino-3-methoxybenzamide (4.0 g, 0.024 mol) in pyridine (35 ml) under a nitrogen atmosphere at 0° C. After 20 hours at room temperature, the solvent was removed by evaporation under vacuum, the residue dissolved in dichloromethane (100 ml) and the solution washed successively with 2N hydrochloric acid (2×100 ml) and saturated aqueous sodium hydrogen carbonate solution (2×100 ml). The organic phase was dried... Reactants: CCOC(C)=O, CCCCCC, CCOC(C)=O, CC(C)(C)c1cc(S)cc(C(C)(C)C)c1O, CCN(C(C)C)C(C)C, S=C(Cl)Cl, ClCCl, ClCCl, Cl, NN, O, O, Cc1ccccc1. Product: CC(C)(C)c1cc(SC(=S)NN)cc(C(C)(C)C)c1O. As a reaction SMILES: [C:53]([O:54][CH2:55][CH3:56])(=[O:57])[CH3:58].[CH3:47][CH2:48][CH2:49][CH2:50][CH2:51][CH3:52].[CH3:59][CH2:60][O:61][C:62](=[O:63])[CH3:64].[CH3:5][C:6]([CH3:7])([CH3:8])[c:9]1[c:10]([OH:20])[c:11]([C:16]([CH3:17])([CH3:18])[CH3:19])[cH:12][c:13]([SH:15])[cH:14]1.[CH:21]([N:22]([CH2:23][CH3:24])[CH:25]([CH3:26])[CH3:27])([CH3:28])[CH3:29].[Cl:1][C:2]([Cl:3])=[S:4].[Cl:34][CH2:35][Cl:36].[Cl:44][CH2:45][Cl:46].[ClH:30].[NH2:32][NH2:33].[OH2:31].[OH2:65].[c:37]1([CH3:38])[cH:39][cH:40][cH:41][cH:42][cH:43]1>>[C:2](=[S:4])([S:15][c:13]1[cH:12][c:11]([C:16]([CH3:17])([CH3:18])[CH3:19])[c:10]([OH:20])[c:9]([C:6]([CH3:5])([CH3:7])[CH3:8])[cH:14]1)[NH:32][NH2:33]. Reactants: C(C)(C)(C)OC(=O)N1C[C@@H](C(C1)NC(=O)C=1SC(=CC1)Cl)N ((S)-3-amino-4-[(5-chloro-thiophene-2-carbonyl)-amino]-pyrrolidine-1-carboxylic acid tert-butyl ester), CS(=O)(=O)Cl (methane sulfonylchloride). The product is C(C)(C)(C)OC(=O)N1C[C@@H](C(C1)NS(=O)(=O)C)NC(=O)C=1SC(=CC1)Cl ((S)-3-[(5-chloro-thiophene-2-carbonyl)-amino]-4-methanesulfonylamino-pyrrolidine-1-carboxylic acid tert-butyl ester). As a reaction SMILES: [C:1]([O:5][C:6]([N:8]1[CH2:12][CH:11]([NH:13][C:14]([C:16]2[S:17][C:18]([Cl:21])=[CH:19][CH:20]=2)=[O:15])[C@@H:10]([NH2:22])[CH2:9]1)=[O:7])([CH3:4])([CH3:3])[CH3:2].[CH3:23][S:24](Cl)(=[O:26])=[O:25]>>[C:1]([O:5][C:6]([N:8]1[CH2:9][CH:10]([NH:22][S:24]([CH3:23])(=[O:26])=[O:25])[C@@H:11]([NH:13][C:14]([C:16]2[S:17][C:18]([Cl:21])=[CH:19][CH:20]=2)=[O:15])[CH2:12]1)=[O:7])([CH3:4])([CH3:2])[CH3:3]. Reported procedure: 35.3 In analogy to example 20.2 (S)-3-amino-4-[(5-chloro-thiophene-2-carbonyl)-amino]-pyrrolidine-1-carboxylic acid tert-butyl ester was reacted with methane sulfonylchloride to give (S)-3-[(5-chloro-thiophene-2-carbonyl)-amino]-4-methanesulfonylamino-pyrrolidine-1-carboxylic acid tert-butyl ester. White solid. MS 424.0 ([M+H]+)